This data is from the Open Reaction Database (ORD), a public repository of structured organic reaction records. The task is: describe an organic reaction: reactants, conditions, products, and yield Reactants: O=C(CO)Nc1ccc(Br)cc1F, [H-], [Na+], CN(C)C=O, O. The product is O=C1COc2cc(Br)ccc2N1. Reaction SMILES: [Br:1][c:2]1[cH:3][c:4]([F:13])[c:5]([NH:8][C:9]([CH2:10][OH:11])=[O:12])[cH:6][cH:7]1.[H-:14].[Na+:15].[O:17]=[CH:18][N:19]([CH3:20])[CH3:21].[OH2:16]>>[Br:1][c:2]1[cH:3][c:4]2[c:5]([cH:6][cH:7]1)[NH:8][C:9](=[O:12])[CH2:10][O:11]2.